Dataset: the Open Reaction Database (ORD), a public repository of structured organic reaction records. Task: describe an organic reaction: reactants, conditions, products, and yield Product: COc1ccc2c(CBr)c(F)ccc2c1C(F)(F)F. Starting materials: O=C1CCC(=O)N1Br, ClC(Cl)(Cl)Cl, O=C(OOC(=O)c1ccccc1)c1ccccc1, COc1ccc2c(C)c(F)ccc2c1C(F)(F)F. As a reaction SMILES: [Br:1][N:2]1[C:3](=[O:4])[CH2:5][CH2:6][C:7]1=[O:8].[C:45]([Cl:46])([Cl:47])([Cl:48])[Cl:49].[C:9]([O:10][O:11][C:12](=[O:13])[c:14]1[cH:15][cH:16][cH:17][cH:18][cH:19]1)(=[O:20])[c:21]1[cH:22][cH:23][cH:24][cH:25][cH:26]1.[F:27][c:28]1[c:29]([CH3:44])[c:30]2[cH:31][cH:32][c:33]([O:42][CH3:43])[c:34]([C:38]([F:39])([F:40])[F:41])[c:35]2[cH:36][cH:37]1>>[Br:1][CH2:44][c:29]1[c:28]([F:27])[cH:37][cH:36][c:35]2[c:30]1[cH:31][cH:32][c:33]([O:42][CH3:43])[c:34]2[C:38]([F:39])([F:40])[F:41]. Reactants: CN(C)CCC1C=CC2=CC=CC=C12 (1-(N,N-dimethylaminoethyl)indene), [Cl-].[Cl-].[Cl-].C[Zr](C1C=CC=C1)(C)(C)(C)C (pentamethylcyclopentadienylzirconium trichloride), CN(C)CCC1=CC=CC1 ((N,N-dimethylaminoethyl)cyclopentadiene), [Cl-].[Cl-].[Cl-].C1(C=CC=C1)[Zr+3] (cyclopentadienylzirconium trichloride). Yields the product [Cl-].[Cl-].CN(C)CCC1C(=CC2=CC=CC=C12)[Zr+2]C1C=CC=C1 ([1-(N,N-Dimethylaminoethyl)indenyl]-(cyclopentadienyl)zirconium Dichloride). Isolated yield 35.0%. RXN SMILES: [CH3:1][N:2]([CH2:4][CH2:5][CH:6]1[C:14]2[C:9](=[CH:10][CH:11]=[CH:12][CH:13]=2)[CH:8]=[CH:7]1)[CH3:3].CN(CCC1CC=CC=1)C.[Cl-:25].[Cl-].[Cl-].[CH:28]1([Zr+3:33])[CH:32]=[CH:31][CH:30]=[CH:29]1.[Cl-].[Cl-].[Cl-].C[Zr](C)(C)(C)(C)C1C=CC=C1>>[Cl-:25].[Cl-:25].[CH3:1][N:2]([CH2:4][CH2:5][CH:6]1[C:14]2[C:9](=[CH:10][CH:11]=[CH:12][CH:13]=2)[CH:8]=[C:7]1[Zr+2:33][CH:28]1[CH:32]=[CH:31][CH:30]=[CH:29]1)[CH3:3] |f:2.3.4.5,6.7.8.9,10.11.12|. Procedure details: Example 1 was repeated in the same manner as described except that 1-(N,N-dimethylaminoethyl)indene was substituted for (N,N-dimethylaminoethyl)cyclopentadiene and that cyclopentadienylzirconium trichloride was substituted for pentamethylcyclopentadienylzirconium trichloride. The yield was 35.0%. The physical properties of the product are as follows: Reactants: O=C(CBr)Nc1ccc(Cl)c(Cl)c1, CC(C)CN, ClCCl. Product: Br, CC(C)CNCC(=O)Nc1ccc(Cl)c(Cl)c1. Reaction SMILES: [Br:1][CH2:2][C:3](=[O:4])[NH:5][c:6]1[cH:7][c:8]([Cl:13])[c:9]([Cl:12])[cH:10][cH:11]1.[CH2:14]([CH:15]([CH3:16])[CH3:17])[NH2:18].[Cl:19][CH2:20][Cl:21]>>[BrH:1].[CH2:2]([C:3](=[O:4])[NH:5][c:6]1[cH:7][c:8]([Cl:13])[c:9]([Cl:12])[cH:10][cH:11]1)[NH:18][CH2:14][CH:15]([CH3:16])[CH3:17]. Reactants: CC#N, COC(=O)C(=Cc1cc(OC)cc(OC)c1)c1ccc(Oc2ccc(C=C3SC(=O)NC3=O)cc2)cc1, CO, CC(=O)O, O=C[O-], O=CO, [NH4+], O, O. Product: COC(=O)C(=Cc1cc(OC)cc(OC)c1)c1ccc(Oc2ccc(CC3SC(=O)NC3=O)cc2)cc1. RXN SMILES: [C:44](#[N:45])[CH3:46].[CH3:1][O:2][C:3]([C:4](=[CH:5][c:6]1[cH:7][c:8]([O:14][CH3:15])[cH:9][c:10]([O:12][CH3:13])[cH:11]1)[c:16]1[cH:17][cH:18][c:19]([O:22][c:23]2[cH:24][cH:25][c:26]([CH:29]=[C:30]3[C:31](=[O:36])[NH:32][C:33](=[O:35])[S:34]3)[cH:27][cH:28]2)[cH:20][cH:21]1)=[O:37].[CH3:47][OH:48].[CH3:49][C:50](=[O:51])[OH:52].[CH:38]([O-:39])=[O:40].[CH:53]([OH:54])=[O:55].[NH4+:41].[O:42].[OH2:43]>>[CH3:1][O:2][C:3]([C:4](=[CH:5][c:6]1[cH:7][c:8]([O:14][CH3:15])[cH:9][c:10]([O:12][CH3:13])[cH:11]1)[c:16]1[cH:17][cH:18][c:19]([O:22][c:23]2[cH:24][cH:25][c:26]([CH2:29][CH:30]3[C:31](=[O:36])[NH:32][C:33](=[O:35])[S:34]3)[cH:27][cH:28]2)[cH:20][cH:21]1)=[O:37]. The reactants are C(CCCCC(C)(C)C)(=O)OCCO (ethylene glycol mononeononanoate), C(C1=CC=CC=C1)(=O)O (benzoic acid). Reagents/catalysts: CC(C)CCCCCCC[O-].CC(C)CCCCCCC[O-].CC(C)CCCCCCC[O-].CC(C)CCCCCCC[O-].[Ti+4] (tetraisodecyl titanate). The solvent is C=1(C(=CC=CC1)C)C (ortho-xylene). Product: C(CCCCC(C)(C)C)(=O)OCCOC(C1=CC=CC=C1)=O (Ethylene Glycol Benzoate Neononanoate). As a reaction SMILES: [C:1]([O:11][CH2:12][CH2:13][OH:14])(=[O:10])[CH2:2][CH2:3][CH2:4][CH2:5][C:6]([CH3:9])([CH3:8])[CH3:7].[C:15](O)(=[O:22])[C:16]1[CH:21]=[CH:20][CH:19]=[CH:18][CH:17]=1>CC(CCCCCCC[O-])C.CC(CCCCCCC[O-])C.CC(CCCCCCC[O-])C.CC(CCCCCCC[O-])C.[Ti+4].C1(C)C(C)=CC=CC=1>[C:1]([O:11][CH2:12][CH2:13][O:14][C:15](=[O:22])[C:16]1[CH:21]=[CH:20][CH:19]=[CH:18][CH:17]=1)(=[O:10])[CH2:2][CH2:3][CH2:4][CH2:5][C:6]([CH3:9])([CH3:7])[CH3:8] |f:2.3.4.5.6|. Procedure details: Following the procedure of Example 3, 443 gms of ethylene glycol mononeononanoate prepared as in Example 2C and 222 gms of benzoic acid was added to the reaction flask together with 1.5 gms of tetraisodecyl titanate as catalyst. No ortho-xylene entrainer was used in this Example. With continuous stirring the reaction mixture was heated from room temperature to 221° C. at a rate of about 5° to 6° C. per minute for a total heating time of about 150 minutes, employing an initial reaction vessel pre... The reactants are CN (Methylamine), C(C)(C)N(C(C)C)CC (N,N-Diisopropylethylamine), ClC(=O)OC1=CC=C(C=C1)[N+](=O)[O-] (4-nitrophenyl chloroformate), O=C1N(C=2CCCC(C2C(N1)C1=C(C=C(C#N)C=C1)C)=O)C1=CC(=CC=C1)C(F)(F)F (4-(2,5-Dioxo-1-(3-(trifluoromethyl)phenyl)-1,2,3,4,5,6,7,8-octahydroquinazolin-4-yl)-3-methylbenzonitrile). Reagents/catalysts: CN(C1=CC=NC=C1)C (4-dimethylaminopyridine). The solvent is C(C)#N (acetonitrile). Product: C(#N)C1=CC(=C(C=C1)C1N(C(N(C=2CCCC(C12)=O)C1=CC(=CC=C1)C(F)(F)F)=O)C(=O)NC)C (4-(4-Cyano-2-methylphenyl)-N-methyl-2,5-dioxo-1-(3-(trifluoromethyl)phenyl)-1,2,5,6,7,8-hexahydroquinazoline-3(4H)-carboxamide). As a reaction SMILES: [CH:1]([N:4]([CH2:8]C)C(C)C)(C)C.ClC(OC1C=CC([N+]([O-])=O)=CC=1)=[O:12].[O:23]=[C:24]1[NH:33][CH:32]([C:34]2[CH:41]=[CH:40][C:37]([C:38]#[N:39])=[CH:36][C:35]=2[CH3:42])[C:31]2[C:30](=[O:43])[CH2:29][CH2:28][CH2:27][C:26]=2[N:25]1[C:44]1[CH:49]=[CH:48][CH:47]=[C:46]([C:50]([F:53])([F:52])[F:51])[CH:45]=1.CN>CN(C)C1C=CN=CC=1.C(#N)C>[C:38]([C:37]1[CH:40]=[CH:41][C:34]([CH:32]2[C:31]3[C:30](=[O:43])[CH2:29][CH2:28][CH2:27][C:26]=3[N:25]([C:44]3[CH:49]=[CH:48][CH:47]=[C:46]([C:50]([F:53])([F:51])[F:52])[CH:45]=3)[C:24](=[O:23])[N:33]2[C:8]([NH:4][CH3:1])=[O:12])=[C:35]([CH3:42])[CH:36]=1)#[N:39]. Procedure: N,N-Diisopropylethylamine (88 μL, 0.51 mmol), 4-dimethylaminopyridine (48 mg, 0.39 mmol) and 4-nitrophenyl chloroformate (78 mg, 0.39 mmol) is added to a solution of 4-(2,5-dioxo-1-(3-(trifluoromethyl)phenyl)-1,2,3,4,5,6,7,8-octahydroquinazolin-4-yl)-3-methylbenzonitrile (example 55, 55 mg, 0.13 mmol) in acetonitrile (1.5 mL), and the mixture is stirred at room temperature over night. Methylamine (2 M in tetrahydrofuran, 97 μL, 0.19 mmol) is added, and the mixture is stirred at room temperature ...